This data is from the Open Reaction Database (ORD), a public repository of structured organic reaction records. The task is: describe an organic reaction: reactants, conditions, products, and yield Reactants: NC(CC1CCCCC1)C(O)c1ccccn1, C1CCOC1. The product is O=C1NC(CC2CCCCC2)C(c2ccccn2)O1. Reaction SMILES: [NH2:1][CH:2]([CH:3]([OH:4])[c:5]1[n:6][cH:7][cH:8][cH:9][cH:10]1)[CH2:11][CH:12]1[CH2:13][CH2:14][CH2:15][CH2:16][CH2:17]1.[O:18]1[CH2:19][CH2:22][CH2:21][CH2:20]1>>[NH:1]1[CH:2]([CH2:11][CH:12]2[CH2:13][CH2:14][CH2:15][CH2:16][CH2:17]2)[CH:3]([c:5]2[n:6][cH:7][cH:8][cH:9][cH:10]2)[O:4][C:19]1=[O:18]. Starting materials: Cc1noc(NC(=O)OCC(Cl)(Cl)Cl)c1C, CS(C)=O, CCN(C(C)C)C(C)C, Clc1cccc(-c2csc(N3CCNCC3)n2)c1Cl, O. Yields the product Cc1noc(NC(=O)N2CCN(c3nc(-c4cccc(Cl)c4Cl)cs3)CC2)c1C. Reaction SMILES: [CH3:1][c:2]1[n:3][o:4][c:5]([NH:8][C:9]([O:10][CH2:11][C:12]([Cl:13])([Cl:14])[Cl:15])=[O:16])[c:6]1[CH3:7].[CH3:46][S:47](=[O:48])[CH3:49].[CH:36]([N:37]([CH:38]([CH3:39])[CH3:40])[CH2:41][CH3:42])([CH3:43])[CH3:44].[Cl:17][c:18]1[c:19](-[c:25]2[n:26][c:27]([N:30]3[CH2:31][CH2:32][NH:33][CH2:34][CH2:35]3)[s:28][cH:29]2)[cH:20][cH:21][cH:22][c:23]1[Cl:24].[OH2:45]>>[CH3:1][c:2]1[n:3][o:4][c:5]([NH:8][C:9](=[O:16])[N:33]2[CH2:32][CH2:31][N:30]([c:27]3[n:26][c:25](-[c:19]4[c:18]([Cl:17])[c:23]([Cl:24])[cH:22][cH:21][cH:20]4)[cH:29][s:28]3)[CH2:35][CH2:34]2)[c:6]1[CH3:7].